describe an organic reaction: reactants, conditions, products, and yield From a dataset of the Open Reaction Database (ORD), a public repository of structured organic reaction records. Reactants: [N+](=O)([O-])C=1C(NC(=NC1)NCCSCC1=CSC(=C1)CN(C)C)=O (5-nitro-2-{2-[(5-dimethylaminomethyl-3-thienyl)methylthio]ethylamino}-4(3H)-pyrimidone), 28, Cl (hydrochloric acid). The reagents and catalysts are [Ni] (Raney nickel). Run in CO (methanol). Yields the product NC=1C(NC(=NC1)NCCSCC1=CSC(=C1)CN(C)C)=O (5-Amino-2-{2-[(5-dimethylaminomethyl-3-thienyl)methylthio]ethylamino}-4(3H)-pyrimidone). Yield: 34.4%. As a reaction SMILES: [N+:1]([C:4]1[C:5](=[O:24])[NH:6][C:7]([NH:10][CH2:11][CH2:12][S:13][CH2:14][C:15]2[CH:19]=[C:18]([CH2:20][N:21]([CH3:23])[CH3:22])[S:17][CH:16]=2)=[N:8][CH:9]=1)([O-])=O.Cl>[Ni].CO>[NH2:1][C:4]1[C:5](=[O:24])[NH:6][C:7]([NH:10][CH2:11][CH2:12][S:13][CH2:14][C:15]2[CH:19]=[C:18]([CH2:20][N:21]([CH3:22])[CH3:23])[S:17][CH:16]=2)=[N:8][CH:9]=1. Reported procedure: A mixture of 5-nitro-2-{2-[(5-dimethylaminomethyl-3-thienyl)methylthio]ethylamino}-4(3H)-pyrimidone (1.3 g; 3.51 mmoles) and a catalytic amount of Raney nickel No. 28 (approximately 1.4 cm3) in 108 ml of methanol was hydrogenated in a Parr apparatus at 50 psi for 2.5 hours. The reaction mixture was filtered, treated with 1.55N methanolic hydrochloric acid (7.0 ml, 10.9 meq.) and then evaporated under reduced pressure. The residue was placed on 85 g of silica gel and chromatographed by flash chro... Reaction SMILES: [C:2]([Si:3]([c:4]1[cH:5][cH:6][cH:40][cH:41][cH:42]1)([O:7][CH2:8][CH2:9][O:10][CH2:11][CH:12]([C:13](=[O:14])[NH:15][c:16]1[n:17][cH:18][c:19]([Cl:22])[cH:20][cH:21]1)[O:23][c:24]1[c:25]2[c:26]([n:27][cH:28][n:29]1)[n:30](-[c:33]1[c:34]([Cl:39])[cH:35][cH:36][cH:37][cH:38]1)[n:31][n:32]2)[c:43]1[cH:44][cH:45][cH:46][cH:47][cH:48]1)([CH3:49])([CH3:50])[CH3:51].[CH3:52][OH:53].[ClH:1]>>[OH:7][CH2:8][CH2:9][O:10][CH2:11][CH:12]([C:13](=[O:14])[NH:15][c:16]1[n:17][cH:18][c:19]([Cl:22])[cH:20][cH:21]1)[O:23][c:24]1[c:25]2[c:26]([n:27][cH:28][n:29]1)[n:30](-[c:33]1[c:34]([Cl:39])[cH:35][cH:36][cH:37][cH:38]1)[n:31][n:32]2. Yields the product O=C(Nc1ccc(Cl)cn1)C(COCCO)Oc1ncnc2c1nnn2-c1ccccc1Cl. Starting materials: CC(C)(C)[Si](OCCOCC(Oc1ncnc2c1nnn2-c1ccccc1Cl)C(=O)Nc1ccc(Cl)cn1)(c1ccccc1)c1ccccc1, CO, Cl. Reactants: BrC=1C(=C2C(=NC1)NC(=N2)C2=CC=C(C=C2)CN)N2CCN(CC2)CC=2C=NC=CC2 ((4-(6-bromo-7-(4-(pyridin-3-ylmethyl)piperazin-1-yl)-3H-imidazo[4,5-b]pyridin-2-yl)phenyl)methanamine), ClC=1C(=C2C(=NC1)NC(=N2)C2=CC=C(C=C2)N2CCN(CC2)C(=O)OC(C)(C)C)N2CCN(CC2)CC=2C=NC=CC2 (tert-butyl 4-(4-(6-chloro-7-(4-(pyridin-3-ylmethyl)piperazin-1-yl)-3H-imidazo[4,5-b]pyridin-2-yl)phenyl)piperazine-1-carboxylate), C(=O)(C(F)(F)F)O (TFA). Solvent: C(Cl)Cl (CH2Cl2). Yields the product ClC=1C(=C2C(=NC1)NC(=N2)C2=CC=C(C=C2)N2CCNCC2)N2CCN(CC2)CC=2C=NC=CC2 (6-Chloro-2-(4-(piperazin-1-yl)phenyl)-7-(4-(pyridin-3-ylmethyl)piperazin-1-yl)-3H-imidazo[4,5-b]pyridine). The yield is 48.4%. As a reaction SMILES: BrC1C(N2CCN(CC3C=NC=CC=3)CC2)=C2N=C(C3C=CC(CN)=CC=3)NC2=NC=1.[Cl:32][C:33]1[C:34]([N:61]2[CH2:66][CH2:65][N:64]([CH2:67][C:68]3[CH:69]=[N:70][CH:71]=[CH:72][CH:73]=3)[CH2:63][CH2:62]2)=[C:35]2[N:41]=[C:40]([C:42]3[CH:47]=[CH:46][C:45]([N:48]4[CH2:53][CH2:52][N:51](C(OC(C)(C)C)=O)[CH2:50][CH2:49]4)=[CH:44][CH:43]=3)[NH:39][C:36]2=[N:37][CH:38]=1.C(O)(C(F)(F)F)=O>C(Cl)Cl>[Cl:32][C:33]1[C:34]([N:61]2[CH2:62][CH2:63][N:64]([CH2:67][C:68]3[CH:69]=[N:70][CH:71]=[CH:72][CH:73]=3)[CH2:65][CH2:66]2)=[C:35]2[N:41]=[C:40]([C:42]3[CH:43]=[CH:44][C:45]([N:48]4[CH2:53][CH2:52][NH:51][CH2:50][CH2:49]4)=[CH:46][CH:47]=3)[NH:39][C:36]2=[N:37][CH:38]=1. Procedure: This was prepared using the same procedure as for (4-(6-bromo-7-(4-(pyridin-3-ylmethyl)piperazin-1-yl)-3H-imidazo[4,5-b]pyridin-2-yl)phenyl)methanamine, but here using tert-butyl 4-(4-(6-chloro-7-(4-(pyridin-3-ylmethyl)piperazin-1-yl)-3H-imidazo[4,5-b]pyridin-2-yl)phenyl)piperazine-1-carboxylate (10 mg, 0.0169 mmol), TFA (0.25 mL) and CH2Cl2 (1 mL). The same purification procedure gave the desired product (4 mg, 49%) as a pale yellow solid; Reactants: C(C1=CC=CC=C1)C1CCNCC1 (4-benzyl piperidine), C(\C=C\C)(=O)OCC (ethyl crotonate), C(C1=CC=CC=C1)C1CCN(CC1)C(CC(=O)OCC)C (Ethyl 3-(4-benzylpiperidin-1-yl)butyrate). Solvent: C(C)(C)O (isopropanol). The product is C(C1=CC=CC=C1)C1CCN(CC1)C(CCO)C (4-Benzyl-1-(3-hydroxy-1-methylpropyl)piperidine). Isolated yield 74.0%. As a reaction SMILES: [CH2:1]([CH:8]1[CH2:13][CH2:12][N:11]([CH:14]([CH3:21])[CH2:15][C:16](OCC)=[O:17])[CH2:10][CH2:9]1)[C:2]1[CH:7]=[CH:6][CH:5]=[CH:4][CH:3]=1.C(C1CCNCC1)C1C=CC=CC=1.C(OCC)(=O)/C=C/C>C(O)(C)C>[CH2:1]([CH:8]1[CH2:9][CH2:10][N:11]([CH:14]([CH3:21])[CH2:15][CH2:16][OH:17])[CH2:12][CH2:13]1)[C:2]1[CH:7]=[CH:6][CH:5]=[CH:4][CH:3]=1. Procedure: Ethyl 3-(4-benzylpiperidin-1-yl)butyrate. A solution of 4-benzyl piperidine (0.50 mL, 2.8 mmol) and ethyl crotonate (0.46 mL, 3.4 mol) in isopropanol (10 mL) was refluxed for 24 h and was concentrated in vacuo. The crude compound was purified by filtration on silica gel using CH2Cl2/MeOH as solvent to afford the title compound as a pale yellow oil (0.64 g, 74%): 1H NMR (CDCl3) δ 1.09 (d, J=6.6 Hz, 3H), 1.30 (t, J=6.9 Hz, 3H), 1.20-1.40 (m, 2H), 1.45-1.61 (m, 1H), 1.68 (bd, J=12.3 Hz, 2H), 2.10-2... The reactants are ClC1=CC=C(CN2C3=C(C=CC=C3C=3CCCC(C23)CC(=O)OCC)C)C=C1 (Ethyl 9-p-chlorobenzyl-8-methyl-1,2,3,4-tetrahydrocarbazol-1-yl-acetate), C[C@@H]([C@@H](C1=CC=CC=C1)O)NC (1(-)ephedrine). The product is ClC1=CC=C(CN2C3=C(C=CC=C3C=3CCCC(C23)CC(=O)OC)C)C=C1 ((+) 9-p-Chlorobenzyl-8-methyl-1,2,3,4-tetrahydrocarbazol-1-yl-acetic acid, methyl ester). RXN SMILES: [Cl:1][C:2]1[CH:28]=[CH:27][C:5]([CH2:6][N:7]2[C:19]3[CH:18]([CH2:20][C:21]([O:23][CH2:24]C)=[O:22])[CH2:17][CH2:16][CH2:15][C:14]=3[C:13]3[C:8]2=[C:9]([CH3:26])[CH:10]=[CH:11][CH:12]=3)=[CH:4][CH:3]=1.C[C@H](NC)[C@H](O)C1C=CC=CC=1>>[Cl:1][C:2]1[CH:3]=[CH:4][C:5]([CH2:6][N:7]2[C:19]3[CH:18]([CH2:20][C:21]([O:23][CH3:24])=[O:22])[CH2:17][CH2:16][CH2:15][C:14]=3[C:13]3[C:8]2=[C:9]([CH3:26])[CH:10]=[CH:11][CH:12]=3)=[CH:27][CH:28]=1. Procedure: Following the method of Example 18, but using ethyl ester from Example 11 in Step I and using 1(-)ephedrine in Step II, there is obtained the title compound. The reactants are COC(=O)C=1C=2C=NNC2C=CC1 (1H-indazole-4-carboxylic acid methyl ester), BrN1C(CCC1=O)=O (N-bromosuccinimide), [OH-].[K+] (KOH). Solvent: CN(C)C=O (DMF), [Cl-].[NH4+] (ammonium chloride). Run at time 1 hour. The product is COC(=O)C=1C=2C(=NNC2C=CC1)Br (3-Bromo-1H-indazole-4-carboxylic acid methyl ester). As a reaction SMILES: [CH3:1][O:2][C:3]([C:5]1[C:6]2[CH:7]=[N:8][NH:9][C:10]=2[CH:11]=[CH:12][CH:13]=1)=[O:4].[Br:14]N1C(=O)CCC1=O.[OH-].[K+]>CN(C=O)C.[Cl-].[NH4+]>[CH3:1][O:2][C:3]([C:5]1[C:6]2[C:7]([Br:14])=[N:8][NH:9][C:10]=2[CH:11]=[CH:12][CH:13]=1)=[O:4] |f:2.3,5.6|. Procedure: To a solution of 1H-indazole-4-carboxylic acid methyl ester (380 mg, 2.2 mmol) in DMF (5 mL) was added N-bromosuccinimide (NBS) (976 mg, 4.32 mmol) and KOH (485 mg, 8.64 mmol). After 1 hour, the reaction mixture was diluted with saturated aqueous ammonium chloride (20 mL) and extracted with ethyl acetate (3×20 mL). The combined organic layers were washed with saturated aqueous sodium bicarbonate and brine (20 mL), dried over sodium sulfate and concentrated in vacuo to afford the title compound a... The reactants are Cc1noc2c(F)c(Nc3ccc(Br)cc3Cl)c(C(=O)O)cc12, O=C(c1ncc[nH]1)c1ncc[nH]1, C1CCC2=NCCCN2CC1, C1CCOC1, CS(N)(=O)=O, CCOC(C)=O. Product: Cc1noc2c(F)c(Nc3ccc(Br)cc3Cl)c(C(=O)NS(C)(=O)=O)cc12. Reaction SMILES: [Br:1][c:2]1[cH:3][c:4]([Cl:23])[c:5]([NH:8][c:9]2[c:10]([F:22])[c:11]3[c:12]([c:13]([CH3:16])[n:14][o:15]3)[cH:17][c:18]2[C:19](=[O:20])[OH:21])[cH:6][cH:7]1.[C:24]([c:25]1[nH:26][cH:27][cH:28][n:29]1)([c:30]1[nH:31][cH:32][cH:33][n:34]1)=[O:35].[CH2:41]1[CH2:42][CH2:43][C:44]2=[N:49][CH2:48][CH2:47][CH2:46][N:45]2[CH2:50][CH2:51]1.[CH2:52]1[O:53][CH2:54][CH2:55][CH2:56]1.[CH3:36][S:37](=[O:38])(=[O:39])[NH2:40].[CH3:57][CH2:58][O:59][C:60]([CH3:61])=[O:62]>>[Br:1][c:2]1[cH:3][c:4]([Cl:23])[c:5]([NH:8][c:9]2[c:10]([F:22])[c:11]3[c:12]([c:13]([CH3:16])[n:14][o:15]3)[cH:17][c:18]2[C:19](=[O:20])[NH:40][S:37]([CH3:36])(=[O:38])=[O:39])[cH:6][cH:7]1. Starting materials: CCCc1c(Cl)c2cc(Br)ccc2oc1=O, CCN(CC)C(=S)[S-], CN(C)C=O, [Na+], O. Yields the product CCCc1c(SC(=S)N(CC)CC)c2cc(Br)ccc2oc1=O. As a reaction SMILES: [Br:1][c:2]1[cH:3][cH:4][c:5]2[c:6]([c:7]([Cl:15])[c:8]([CH2:12][CH2:13][CH3:14])[c:9](=[O:11])[o:10]2)[cH:16]1.[CH2:17]([CH3:18])[N:19]([C:20]([S-:21])=[S:22])[CH2:23][CH3:24].[CH3:27][N:28]([CH3:29])[CH:30]=[O:31].[Na+:25].[OH2:26]>>[Br:1][c:2]1[cH:3][cH:4][c:5]2[c:6]([c:7]([S:22][C:20]([N:19]([CH2:17][CH3:18])[CH2:23][CH3:24])=[S:21])[c:8]([CH2:12][CH2:13][CH3:14])[c:9](=[O:11])[o:10]2)[cH:16]1. Yields the product N(C(=O)C)C1=C(CC2=NC=3N(C(N(C(C3N2)=O)CCC)=O)CCC2=CC=C(C=C2)[N+](=O)[O-])C=CC=C1 (8-(2-acetaminobenzyl)-3-[2-(4-nitrophenyl)ethyl]-1-propylxanthine). Procedure details: By the method of Example 2, 2-(acetamino)phenylacetic acid is reacted with 5,6-diamino-1-[2-(4-nitrophenyl)ethyl]-3-propyluracil (6) to yield 8-(2-acetaminobenzyl)-3-[2-(4-nitrophenyl)ethyl]-1-propylxanthine. By methods well known in the art, 8-(2-acetaminobenzyl)-3-[2-(4-nitrophenyl)ethyl]-1-propylxanthine is reduced with hydrazine hydrate or hydrogen gas in the presence of a palladium catalyst to yield 8-(2-acetaminobenzyl)-3-[2-(4-aminophenyl)ethyl]-1-propylxanthine. Reactants: N(C(=O)C)C1=C(C=CC=C1)CC(=O)O (2-(acetamino)phenylacetic acid), NC=1C(N(C(N(C1N)CCC1=CC=C(C=C1)[N+](=O)[O-])=O)CCC)=O (5,6-Diamino-1-[2-(4-nitrophenyl)ethyl]-3-propyluracil). As a reaction SMILES: [NH:1]([C:5]1[CH:10]=[CH:9][CH:8]=[CH:7][C:6]=1[CH2:11][C:12](O)=O)[C:2]([CH3:4])=[O:3].[NH2:15][C:16]1[C:17](=[O:38])[N:18]([CH2:35][CH2:36][CH3:37])[C:19](=[O:34])[N:20]([CH2:23][CH2:24][C:25]2[CH:30]=[CH:29][C:28]([N+:31]([O-:33])=[O:32])=[CH:27][CH:26]=2)[C:21]=1[NH2:22]>>[NH:1]([C:5]1[CH:10]=[CH:9][CH:8]=[CH:7][C:6]=1[CH2:11][C:12]1[NH:15][C:16]2[C:17](=[O:38])[N:18]([CH2:35][CH2:36][CH3:37])[C:19](=[O:34])[N:20]([CH2:23][CH2:24][C:25]3[CH:30]=[CH:29][C:28]([N+:31]([O-:33])=[O:32])=[CH:27][CH:26]=3)[C:21]=2[N:22]=1)[C:2]([CH3:4])=[O:3].